This data is from the Open Reaction Database (ORD), a public repository of structured organic reaction records. The task is: describe an organic reaction: reactants, conditions, products, and yield Reactants: O=C1CCC(=O)N1Br, CCOC(C)=O, COC(=O)CC(=O)C1CC1, [O-][Cl+3]([O-])([O-])[O-], [O-][Cl+3]([O-])([O-])[O-], [Mg+2], O. Yields the product COC(=O)C(Br)C(=O)C1CC1. Reaction SMILES: [Br:22][N:23]1[C:24](=[O:25])[CH2:26][CH2:27][C:28]1=[O:29].[CH3:31][CH2:32][O:33][C:34](=[O:35])[CH3:36].[CH:1]1([C:4]([CH2:5][C:6](=[O:7])[O:8][CH3:9])=[O:10])[CH2:2][CH2:3]1.[Cl+3:11]([O-:12])([O-:13])([O-:14])[O-:15].[Cl+3:17]([O-:18])([O-:19])([O-:20])[O-:21].[Mg+2:16].[OH2:30]>>[CH:1]1([C:4]([CH:5]([C:6](=[O:7])[O:8][CH3:9])[Br:22])=[O:10])[CH2:2][CH2:3]1. Starting materials: C1(=CC=CC=C1)O (phenol), C(CCCCCCCC)(=O)O (nonanoic acid), ClCC(=O)Cl (chloroacetyl chloride). Run in C(C)#N (acetonitrile). Conditions: time 19 hour. The product is C(CCCCCCCC)(=O)OC1=CC=CC=C1 (Phenyl nonanoate), liquid. The yield is 83.4%. As a reaction SMILES: [C:1]([OH:11])(=[O:10])[CH2:2][CH2:3][CH2:4][CH2:5][CH2:6][CH2:7][CH2:8][CH3:9].ClCC(Cl)=O.[C:17]1(O)[CH:22]=[CH:21][CH:20]=[CH:19][CH:18]=1>C(#N)C>[C:1]([O:11][C:17]1[CH:22]=[CH:21][CH:20]=[CH:19][CH:18]=1)(=[O:10])[CH2:2][CH2:3][CH2:4][CH2:5][CH2:6][CH2:7][CH2:8][CH3:9]. Procedure: A solution of 5.00 g (31.6 mmol) of nonanoic acid, 3.93 g (34.76 mmol) of chloroacetyl chloride (CAC), 2.7 g (31.6 mmol) of phenol, and 35 ml of acetonitrile was delivered to a clean, dry, two neck 100 ml round bottom flash fitted with a mechanical stirrer and a reflux condenser. The reaction flask was flushed with nitrogen through a gas inlet at the top of the reflux condenser and placed in an 80° C. oil bath and stirred for 19 hours. The reaction mixtures was allowed to cool to room temperatur... Reactants: N1(C=NC=C1)CC=1C=C(C=CC1)NC1=NC=2N(C=C1)N=CC2C=O (5-(3-((1H-imidazol-1-yl)methyl)phenylamino)pyrazolo[1,5-a]pyrimidine-3-carbaldehyde), N1C(=O)NC(=O)C1 (hydantoin), N1CCCCC1 (piperidine). The solvent is CCO (EtOH). Reaction conditions: temperature 70 celsius. The product is N1(C=NC=C1)CC=1C=C(C=CC1)NC1=NC=2N(C=C1)N=CC2C=C2C(NC(N2)=O)=O (5-((5-(3-((1H-imidazol-1-yl)methyl)phenylamino)pyrazolo[1,5-a]pyrimidin-3-yl)methylene)imidazolidine-2,4-dione). RXN SMILES: [N:1]1([CH2:6][C:7]2[CH:8]=[C:9]([NH:13][C:14]3[CH:19]=[CH:18][N:17]4[N:20]=[CH:21][C:22]([CH:23]=O)=[C:16]4[N:15]=3)[CH:10]=[CH:11][CH:12]=2)[CH:5]=[CH:4][N:3]=[CH:2]1.[NH:25]1[CH2:31][C:29](=[O:30])[NH:28][C:26]1=[O:27].N1CCCCC1>CCO>[N:1]1([CH2:6][C:7]2[CH:8]=[C:9]([NH:13][C:14]3[CH:19]=[CH:18][N:17]4[N:20]=[CH:21][C:22]([CH:23]=[C:31]5[NH:25][C:26](=[O:27])[NH:28][C:29]5=[O:30])=[C:16]4[N:15]=3)[CH:10]=[CH:11][CH:12]=2)[CH:5]=[CH:4][N:3]=[CH:2]1. Procedure details: To 5-(3-((1H-imidazol-1-yl)methyl)phenylamino)pyrazolo[1,5-a]pyrimidine-3-carbaldehyde (74 mg, 0.233 mmol) in EtOH was added hydantoin (23 mg, 0.233 mmol) and piperidine (23 μL, 0.233 mmol). The mixture was heated at 70° C. for 48 hr and then purified by HPLC to yield 5-((5-(3-((1H-imidazol-1-yl)methyl)phenylamino)pyrazolo[1,5-a]pyrimidin-3-yl)methylene)imidazolidine-2,4-dione. LCMS (M+1=401) Starting materials: C(#N)C1CCN(CC1)C(=O)[C@@H](C(C)(C)C)NC(=O)C1=CN(C2=NC=C(N=C21)Br)COCC[Si](C)(C)C (2-bromo-5-(2-trimethylsilanyl-ethoxymethyl)-5H-pyrrolo[2,3-b]pyrazine-7-carboxylic acid [(R)-1-(4-cyano-piperidine-1-carbonyl)-2,2-dimethyl-propyl]-amide), OC=1C=CC=C2C=CC=NC12 (8-hydroxyquinoline), [O-]P(=O)([O-])[O-].[K+].[K+].[K+] (potassium phosphate tribasic), C1(CCCCC1)O (Cyclohexanol). Reagents/catalysts: [Cu]I (copper(I) iodide). The solvent is CCOC(=O)C (EtOAc). Conditions: temperature 120 celsius. The product is C(#N)C1CCN(CC1)C(=O)[C@@H](C(C)(C)C)NC(=O)C1=CN(C2=NC=C(N=C21)OC2CCCCC2)COCC[Si](C)(C)C (2-cyclohexyloxy-5-(2-trimethylsilanyl-ethoxymethyl)-5H-pyrrolo[2,3-b]pyrazine-7-carboxylic acid [(R)-1-(4-cyano-piperidine-1-carbonyl)-2,2-dimethyl-propyl]-amide). Isolated yield 50.0%. As a reaction SMILES: [C:1]([CH:3]1[CH2:8][CH2:7][N:6]([C:9]([C@H:11]([NH:16][C:17]([C:19]2[C:27]3[C:22](=[N:23][CH:24]=[C:25](Br)[N:26]=3)[N:21]([CH2:29][O:30][CH2:31][CH2:32][Si:33]([CH3:36])([CH3:35])[CH3:34])[CH:20]=2)=[O:18])[C:12]([CH3:15])([CH3:14])[CH3:13])=[O:10])[CH2:5][CH2:4]1)#[N:2].[OH:37][C:38]1[CH:39]=[CH:40][CH:41]=[C:42]2[C:47]=1N=CC=C2.[O-]P([O-])([O-])=O.[K+].[K+].[K+].C1(O)CCCCC1>CCOC(C)=O.[Cu]I>[C:1]([CH:3]1[CH2:8][CH2:7][N:6]([C:9]([C@H:11]([NH:16][C:17]([C:19]2[C:27]3[C:22](=[N:23][CH:24]=[C:25]([O:37][CH:38]4[CH2:39][CH2:40][CH2:41][CH2:42][CH2:47]4)[N:26]=3)[N:21]([CH2:29][O:30][CH2:31][CH2:32][Si:33]([CH3:36])([CH3:35])[CH3:34])[CH:20]=2)=[O:18])[C:12]([CH3:15])([CH3:14])[CH3:13])=[O:10])[CH2:5][CH2:4]1)#[N:2] |f:2.3.4.5|. Procedure details: A 10 mL flask was charged with 2-bromo-5-(2-trimethylsilanyl-ethoxymethyl)-5H-pyrrolo[2,3-b]pyrazine-7-carboxylic acid [(R)-1-(4-cyano-piperidine-1-carbonyl)-2,2-dimethyl-propyl]-amide (100 mg, 0.17 mmol, copper(I) iodide (1.7 mg, 0.009 mmol), 8-hydroxyquinoline (2.5 mg, 0.017 mmol) and potassium phosphate tribasic (74 mg, 0.34 mmol) under argon atmosphere. Cyclohexanol (1.82 mL, 17.3 mmol) was added and the reaction mixture was heated at 120° C. for 24 h. The reaction mixture was allowed to rea... Reactants: COC(=O)c1cc2cc(CC(C)NCC(O[Si](C)(C)C(C)(C)C)c3ccc(O)c(CO)c3)ccc2[nH]1, C1COCCO1, [Na+], [OH-], O. The product is CC(Cc1ccc2[nH]c(C(=O)O)cc2c1)NCC(O[Si](C)(C)C(C)(C)C)c1ccc(O)c(CO)c1. Reaction SMILES: [C:1]([CH3:2])([CH3:3])([CH3:4])[Si:5]([O:6][CH:7]([CH2:8][NH:9][CH:10]([CH2:11][c:12]1[cH:13][c:14]2[cH:15][c:16]([C:21](=[O:22])[O:23][CH3:24])[nH:17][c:18]2[cH:19][cH:20]1)[CH3:25])[c:26]1[cH:27][c:28]([CH2:33][OH:34])[c:29]([OH:32])[cH:30][cH:31]1)([CH3:35])[CH3:36].[CH2:39]1[O:40][CH2:41][CH2:42][O:43][CH2:44]1.[Na+:38].[OH-:37].[OH2:45]>>[C:1]([CH3:2])([CH3:3])([CH3:4])[Si:5]([O:6][CH:7]([CH2:8][NH:9][CH:10]([CH2:11][c:12]1[cH:13][c:14]2[cH:15][c:16]([C:21](=[O:22])[OH:23])[nH:17][c:18]2[cH:19][cH:20]1)[CH3:25])[c:26]1[cH:27][c:28]([CH2:33][OH:34])[c:29]([OH:32])[cH:30][cH:31]1)([CH3:35])[CH3:36]. The reactants are C(C)OC(=O)[C@H]1O[C@@H]1C(N[C@H](C(=O)NCC=1N=NN(C1)C1=CC=C(C=C1)F)CC=1N=CSC1)=O ((2S,3S)-ethyl-3-((S)-1-((1-(4-fluorophenyl)-1H-1,2,3-triazol-4-yl)methylamino)-1-oxo-3-(thiazol-4-yl)propan-2-ylcarbamoyl)oxirane-2-carboxylate), [Li+].[OH-] (LiOH). Product: FC1=CC=C(C=C1)N1N=NC(=C1)CNC([C@H](CC=1N=CSC1)NC(=O)[C@@H]1[C@H](O1)C(=O)O)=O ((2S,3S)-3-((S)-1-((1-(4-fluorophenyl)-1H-1,2,3-triazol-4-yl)methylamino)-1-oxo-3-(thiazol-4-yl)propan-2-ylcarbamoyl)oxirane-2-carboxylic acid). The yield is 7.7%. As a reaction SMILES: C([O:3][C:4]([C@@H:6]1[C@@H:8]([C:9](=[O:34])[NH:10][C@@H:11]([CH2:28][C:29]2[N:30]=[CH:31][S:32][CH:33]=2)[C:12]([NH:14][CH2:15][C:16]2[N:17]=[N:18][N:19]([C:21]3[CH:26]=[CH:25][C:24]([F:27])=[CH:23][CH:22]=3)[CH:20]=2)=[O:13])[O:7]1)=[O:5])C.[Li+].[OH-]>>[F:27][C:24]1[CH:23]=[CH:22][C:21]([N:19]2[CH:20]=[C:16]([CH2:15][NH:14][C:12](=[O:13])[C@@H:11]([NH:10][C:9]([C@H:8]3[O:7][C@@H:6]3[C:4]([OH:5])=[O:3])=[O:34])[CH2:28][C:29]3[N:30]=[CH:31][S:32][CH:33]=3)[N:17]=[N:18]2)=[CH:26][CH:25]=1 |f:1.2|. Procedure details: Followed general procedure using: the corresponding peptidomimetic epoxide ethyl ester 39 (25 mg, 0.51 mmol); LiOH (1.3 mg, 0.06 mmol); after extraction afforded the desired product as a white solid (18 mg, 76.2%). 1H NMR (DMSO-d6, 400 MHz): δ 8.98 (s, 1H); 8.72-8.70 (t, 1H); 8.57-8.55 (d, 1H, J=8.06); 8.48 (s, 1H); 7.93-7.90 (q, 2H); 7.48-7.44 (t, 2H); 7.34 (s, 1H); 4.70-4.65 (q, 1H); 4.40-4.38 (d, 2H; J=5.52); 3.66 (s, 1H); 3.54-3.06 (m, 3H). 13C NMR (DMSO-d6, 100 MHz): 170.62, 165.75, 163.24,... Starting materials: CC(=O)Nc1cccc(C(C)=O)c1C(=O)O, O=C([O-])[O-], CC(C)=O, [K+], [K+], O, CCOS(=O)(=O)OCC. The product is CCOC(=O)c1c(NC(C)=O)cccc1C(C)=O. As a reaction SMILES: [C:1]([CH3:2])(=[O:3])[c:4]1[c:5]([C:6](=[O:7])[OH:8])[c:9]([NH:13][C:14](=[O:15])[CH3:16])[cH:10][cH:11][cH:12]1.[C:26](=[O:27])([O-:28])[O-:29].[CH3:33][C:34](=[O:35])[CH3:36].[K+:30].[K+:31].[OH2:32].[S:17]([O:18][CH2:19][CH3:20])([O:23][CH2:21][CH3:22])(=[O:24])=[O:25]>>[C:1]([CH3:2])(=[O:3])[c:4]1[c:5]([C:6](=[O:7])[O:8][CH2:21][CH3:22])[c:9]([NH:13][C:14](=[O:15])[CH3:16])[cH:10][cH:11][cH:12]1. Starting materials: BrC1=CC=C(C=C1)I (1-bromo-4-iodobenzene), C(CCC)[Li] (butyllithium), O=C1CCN(CC1)C(=O)OC(C)(C)C (tert-butyl 4-oxopiperidine-1-carboxylate). The solvent is O1CCCC1 (tetrahydrofuran), O1CCCC1 (tetrahydrofuran). Reaction conditions: temperature -78 celsius, time 2 hour. Product: BrC1=CC=C(C=C1)C1(CCN(CC1)C(=O)OC(C)(C)C)O (tert-Butyl 4-(4-bromophenyl)-4-hydroxypiperidine-1-carboxylate). Isolated yield 84.8%. As a reaction SMILES: [Br:1][C:2]1[CH:7]=[CH:6][C:5](I)=[CH:4][CH:3]=1.C([Li])CCC.[O:14]=[C:15]1[CH2:20][CH2:19][N:18]([C:21]([O:23][C:24]([CH3:27])([CH3:26])[CH3:25])=[O:22])[CH2:17][CH2:16]1>O1CCCC1>[Br:1][C:2]1[CH:7]=[CH:6][C:5]([C:15]2([OH:14])[CH2:16][CH2:17][N:18]([C:21]([O:23][C:24]([CH3:26])([CH3:25])[CH3:27])=[O:22])[CH2:19][CH2:20]2)=[CH:4][CH:3]=1. Procedure: To a stirred solution of 1-bromo-4-iodobenzene (93.7 g, 331.21 mmol, 1.10 equiv) in tetrahydrofuran (800 mL) under nitrogen at −78° C. was added dropwise of a solution of butyllithium (150 mL, 2.43 M in THF, 1.05 equiv) during 30 min. The resulting solution was stirred for 2 h at −78° C. To this was then added a solution of tert-butyl 4-oxopiperidine-1-carboxylate (60 g, 301.13 mmol, 1.00 equiv) in tetrahydrofuran (800 mL) dropwise with stirring at −78° C. during 30 min. After stirring for 1 h a...